From a dataset of the Open Reaction Database (ORD), a public repository of structured organic reaction records. describe an organic reaction: reactants, conditions, products, and yield Reactants: CS(=O)(=O)OC1=CC=C(C=C1)/C=C/C(=O)O ((E)-3-(4-(methanesulfonyloxy)phenyl)acrylic acid), FC1=C(C=O)C=CC(=C1)C(F)(F)F (2-fluoro-4-trifluoromethylbenzaldehyde), C(=O)C1=CC=C(C=C1)OS(=O)(=O)C (methanesulfonic acid 4-formylphenyl ester). Product: FC1=C(/C=C/C(=O)O)C=CC(=C1)C(F)(F)F ((E)-2-Fluoro-4-(trifluoromethyl)cinnamic acid). As a reaction SMILES: CS(OC1C=CC(/C=[CH:13]/[C:14]([OH:16])=[O:15])=CC=1)(=O)=O.[F:17][C:18]1[CH:25]=[C:24]([C:26]([F:29])([F:28])[F:27])[CH:23]=[CH:22][C:19]=1[CH:20]=O.C(C1C=CC(OS(C)(=O)=O)=CC=1)=O>>[F:17][C:18]1[CH:25]=[C:24]([C:26]([F:29])([F:28])[F:27])[CH:23]=[CH:22][C:19]=1/[CH:20]=[CH:13]/[C:14]([OH:16])=[O:15]. Procedure details: 5.12 g of (E)-2-Fluoro-4-(trifluoromethyl)cinnamic acid were synthesized as described for (E)-3-(4-(methanesulfonyloxy)phenyl)acrylic acid using 2-fluoro-4-trifluoromethylbenzaldehyde (commercially available from Aldrich) instead of methanesulfonic acid 4-formylphenyl ester. Starting materials: [Al+3], CCCCN1C(=O)C(C)(C)c2cc3[nH]c(-c4ccc(OC)cc4)nc3cc21, C1CCOC1, [H-], [H-], [H-], [H-], [Li+], N#N, [Na+], [OH-]. Yields the product CCCCN1CC(C)(C)c2cc3[nH]c(-c4ccc(OC)cc4)nc3cc21. Reaction SMILES: [Al+3:31].[CH2:1]([CH2:2][CH2:3][CH3:4])[N:5]1[C:6](=[O:27])[C:7]([CH3:25])([CH3:26])[c:8]2[cH:9][c:10]3[c:11]([cH:12][c:13]21)[n:14][c:15](-[c:17]1[cH:18][cH:19][c:20]([O:23][CH3:24])[cH:21][cH:22]1)[nH:16]3.[CH2:38]1[O:39][CH2:40][CH2:41][CH2:42]1.[H-:30].[H-:33].[H-:34].[H-:35].[Li+:32].[N:28]#[N:29].[Na+:37].[OH-:36]>>[CH2:1]([CH2:2][CH2:3][CH3:4])[N:5]1[CH2:6][C:7]([CH3:25])([CH3:26])[c:8]2[cH:9][c:10]3[c:11]([cH:12][c:13]21)[n:14][c:15](-[c:17]1[cH:18][cH:19][c:20]([O:23][CH3:24])[cH:21][cH:22]1)[nH:16]3. Starting materials: CC(=O)O[C@@H]1C[C@]2([C@@H](CC[C@@H]2O)C3=C1[C@@]4(C=5C(=COC5C3=O)C(=O)O[C@@H]4COC)C)C (17-hydroxywortmannin), CNCCCN1CCOCC1 (methyl-(3-morpholin-4-yl-propyl)amine), C(Cl)Cl (CH2Cl2). Conditions: time 12 hour. The product is OC1=C2C(C(OC(C2(C=2C(CC3(C(CCC3C2C1=O)O)C)OC(C)=O)C)COC)=O)=CN(CCCN1CCOCC1)C (Acetic acid 6,17-dihydroxy-1-methoxymethyl-10,13-dimethyl-4-{[methyl-(3-morpholin-4-yl-propyl)-amino]-methylene}-3,7-dioxo-1,3,4,7,10,11,12,13,14,15,16,17-dodecahydro-2-oxa-cyclopenta[a]phenanthren-11-yl ester). RXN SMILES: [CH3:1][C:2]([O:4][C@H:5]1[C:14]2[C@@:15]3([CH3:30])[C@@H:26]([CH2:27][O:28][CH3:29])[O:25][C:23](=[O:24])[C:17]4=C[O:19][C:20]([C:21](=[O:22])[C:13]=2[C@@H:8]2[CH2:9][CH2:10][C@H:11]([OH:12])[C@@:7]2([CH3:31])[CH2:6]1)=[C:16]34)=[O:3].[CH3:32][NH:33][CH2:34][CH2:35][CH2:36][N:37]1[CH2:42][CH2:41][O:40][CH2:39][CH2:38]1.[CH2:43](Cl)Cl>>[OH:19][C:20]1[C:21](=[O:22])[C:13]2[CH:8]3[C:7]([CH3:31])([CH:11]([OH:12])[CH2:10][CH2:9]3)[CH2:6][CH:5]([O:4][C:2](=[O:3])[CH3:1])[C:14]=2[C:15]2([CH3:30])[C:16]=1[C:17](=[CH:32][N:33]([CH3:43])[CH2:34][CH2:35][CH2:36][N:37]1[CH2:38][CH2:39][O:40][CH2:41][CH2:42]1)[C:23](=[O:24])[O:25][CH:26]2[CH2:27][O:28][CH3:29]. Reported procedure: To a solution of 100 mg (0.23 mmol) 17-hydroxywortmannin in 2 mL CH2Cl2 is added methyl-(3-morpholin-4-yl-propyl)amine (74 mg, 0.46 mmol). The reaction mixture is stirred at room temperature for 12 hours and then concentrated in vacuo. The residue is dissolved in EtOAc and precipitated with hexane. The precipitate is washed two times with hexane to give the product as a yellow solid. MS (ESI) m/z 590 (M+H). Starting materials: CC(C(C(=O)NC)=N[C@@H](C)C1=CC=CC=C1)(C)C ((S)-3,3,N-trimethyl-2-(1-phenylethylimino)-butyramide). The reagents and catalysts are [Pd] (Pd/C). The solvent is CO (methanol). Conditions: time 6 hour. Product: CNC([C@@H](N)C(C)(C)C)=O ((S)-N-methyl-tert-leucinamide). RXN SMILES: [CH3:1][C:2]([CH3:18])([CH3:17])[C:3](=[N:8][C@H](C1C=CC=CC=1)C)[C:4]([NH:6][CH3:7])=[O:5]>CO.[Pd]>[CH3:7][NH:6][C:4](=[O:5])[C@H:3]([C:2]([CH3:18])([CH3:17])[CH3:1])[NH2:8]. Procedure details: A solution of 100.0 g (406 mmol) of (S)-3,3,N-trimethyl-2-(1-phenylethylimino)-butyramide in 775 ml of methanol was hydrogenated in a 21 autoclave in the presence of 5 g of 5 percent Pd/C at 40° C. and at a pressure of 1 bar for 7 hours. Re-hydrogenation was carried out for 6 hours at 70° C. and under a pressure of 2 bar in order to complete the hydrogenolysis. After cooling the catalyst was filtered off and the filtrate was evaporated to dryness: 58.3 g (99.6%) of white crystals with 99.6% N-me... Reaction SMILES: [Br:1][c:2]1[c:3]2[c:4]([CH:11]([C:12]#[N:13])[CH3:14])[cH:5][nH:6][c:7]2[cH:8][cH:9][cH:10]1.[CH3:18][CH2:19][OH:20].[ClH:17].[K+:16].[OH-:15].[OH:21][CH2:22][CH2:23][OH:24]>>[Br:1][c:2]1[c:3]2[c:4]([CH:11]([C:12](=[O:15])[OH:20])[CH3:14])[cH:5][nH:6][c:7]2[cH:8][cH:9][cH:10]1. The product is CC(C(=O)O)c1c[nH]c2cccc(Br)c12. Reactants: CC(C#N)c1c[nH]c2cccc(Br)c12, CCO, Cl, [K+], [OH-], OCCO.